From a dataset of the Open Reaction Database (ORD), a public repository of structured organic reaction records. describe an organic reaction: reactants, conditions, products, and yield Product: 3-(1,2-disubstituted)-5-optionally substituted benzimidazol-6-yl, FC(C1=CC(NC(N1)=O)=O)(F)F (6-trifluoromethyluracil). Procedure: In the method of Schema I, a 2-fluoro-5-(optionally substituted)-nitro-benzene was reacted with an appropriately substituted amine, for example, 2-propynylamine, under basic conditions, affording the corresponding N-substituted-4-optionally substituted-2-nitroaniline (1), for example, N-(2-propyn-1-yl)-4-fluoro-2-nitroaniline. Intermediate (1) was in turn reduced with either iron powder and acetic acid in ethyl acetate or with tin(II) chloride dihydrate and sodium borohydride in ethanol, yieldin... The solvent is CN(C=O)C (N,N-dimethylformamide). Reaction SMILES: [NH2:1][C:2]([C:9]([F:12])([F:11])[F:10])=[CH:3][C:4](OCC)=[O:5].C[O-:14].[Na+].C1C[CH2:25][N:24]2C(=NCCC2)CC1>CN(C)C=O>[F:12][C:9]([F:10])([F:11])[C:2]1[NH:1][C:25](=[O:14])[NH:24][C:4](=[O:5])[CH:3]=1 |f:1.2|. Reactants: C[O-].[Na+] (sodium methoxide), C1CCC2=NCCCN2CC1 (DBU), 6-substituted-aminobenzimidazole, NC(=CC(=O)OCC)C(F)(F)F (ethyl 3-amino-4,4,4-trifluoro-2-butenoate). The solvent is O (water). Isolated yield 94.7%. Reaction SMILES: Cl.[N:2]1([C:8]2[C:19]3=[C:20]4[N:15]([CH:16]([CH3:21])[CH2:17][CH2:18]3)[CH:14]=[C:13]([C:22]([OH:24])=[O:23])[C:12](=O)[C:11]4=[CH:10][CH:9]=2)[CH2:7][CH2:6][NH:5][CH2:4][CH2:3]1.[OH-].[Na+].Cl>O>[N:2]1([C:8]2[C:19]3=[C:20]4[N:15]([CH:16]([CH3:21])[CH2:17][CH2:18]3)[CH:14]=[C:13]([C:22]([OH:24])=[O:23])[CH2:12][C:11]4=[CH:10][CH:9]=2)[CH2:7][CH2:6][NH:5][CH2:4][CH2:3]1 |f:0.1,2.3|. Starting materials: Cl.N1(CCNCC1)C1=CC=C2C(C(=CN3C(CCC1=C23)C)C(=O)O)=O (8-(1-piperazinyl)-5-methyl-6,7-dihydro-1-oxo-1H,5H-benzo[ij]quinolizine-2-carboxylic acid hydrochloride), [OH-].[Na+] (sodium hydroxide), Cl (hydrochloric acid). Reported procedure: 3.8 g of 8-(1-piperazinyl)-5-methyl-6,7-dihydro-1-oxo-1H,5H-benzo[ij]quinolizine-2-carboxylic acid hydrochloride was added to 100 ml of water and 1 N aqueous sodium hydroxide solution was added thereto followed by heating the mixture to form a uniform solution. The solution was rendered alkaline (pH=8) with dilute hydrochloric acid to obtain 3.1 g of 8-(1-piperazinyl)-5-methyl-6,7-dihydro-1H,5H-benzo[ij]quinolizine-2-carboxylic acid as colorless needles having a melting point of 264° to 265° C. Yields the product N1(CCNCC1)C1=CC=C2CC(=CN3C(CCC1=C23)C)C(=O)O (8-(1-piperazinyl)-5-methyl-6,7-dihydro-1H,5H-benzo[ij]quinolizine-2-carboxylic acid).